From a dataset of the Open Reaction Database (ORD), a public repository of structured organic reaction records. describe an organic reaction: reactants, conditions, products, and yield Reactants: NC(=N)N (guanidine), β-dimethylaminoveratralnitrile, β-ethoxyveratralnitrile, C(C1=CC(OC)=C(OC)C=C1)=O (veratraldehyde), CN(CCC#N)C (β-dimethylaminopropionitrile), [Na] (sodium). Solvent: C(C)O (ethanol). Yields the product NC1=NC=C(C(=N1)N)CC1=CC(=C(C=C1)OC)OC (2,4-diamino-5-(3',4'-dimethoxybenzyl)-pyrimidine). Yield: 32.0%. Reaction SMILES: [CH:1](=O)[C:2]1[CH:11]=[CH:10][C:7]([O:8][CH3:9])=[C:4]([O:5][CH3:6])[CH:3]=1.C[N:14](C)[CH2:15][CH2:16][C:17]#N.[Na].[NH2:21][C:22]([NH2:24])=[NH:23]>C(O)C>[NH2:23][C:22]1[N:24]=[C:15]([NH2:14])[C:16]([CH2:1][C:2]2[CH:11]=[CH:10][C:7]([O:8][CH3:9])=[C:4]([O:5][CH3:6])[CH:3]=2)=[CH:17][N:21]=1 |^1:19|. Reported procedure: The aforesaid British patent specification No. 957,797 also describes (Example 14) the reaction of veratraldehyde with β-dimethylaminopropionitrile in the presence of sodium in ethanol to give a mixture of β-dimethylaminoveratralnitrile (III) and β-ethoxyveratralnitrile (IV) in a 32% yield. ##STR4## It is stated in the Example that this mixture was subsequently cyclised with guanidine to give 2,4-diamino-5-(3',4'-dimethoxybenzyl)-pyrimidine. It is to be noted that both the compounds (III) and (I... Starting materials: [BH4-], C1CCOC1, Cc1ccc(C)n1-c1ccc(C(=O)CCl)cn1, [Na+], [Na+], [OH-]. The product is Cc1ccc(C)n1-c1ccc(C2CO2)cn1. Reaction SMILES: [BH4-:18].[CH2:22]1[O:23][CH2:24][CH2:25][CH2:26]1.[Cl:1][CH2:2][C:3](=[O:4])[c:5]1[cH:6][n:7][c:8](-[n:11]2[c:12]([CH3:17])[cH:13][cH:14][c:15]2[CH3:16])[cH:9][cH:10]1.[Na+:19].[Na+:21].[OH-:20]>>[CH2:2]1[CH:3]([c:5]2[cH:6][n:7][c:8](-[n:11]3[c:12]([CH3:17])[cH:13][cH:14][c:15]3[CH3:16])[cH:9][cH:10]2)[O:4]1. The reactants are C(C)OC(COC1=CC2=CC=C(C=C2C=C1)C=1OC2=C(C1C(CCCC)=O)C=C(C=C2)Cl)=O ([6-(5-chloro-3-pentanoyl-benzofuran-2-yl)-naphthalen-2-yloxy]-acetic acid ethyl ester), [OH-].[K+] (potassium hydroxide). The solvent is O (water), C1CCOC1 (THF). Yields the product ClC=1C=CC2=C(C(=C(O2)C=2C=C3C=CC(=CC3=CC2)OCC(=O)O)C(CCCC)=O)C1 ([6-(5-Chloro-3-pentanoyl-benzofuran-2-yl)-naphthalen-2-yloxy]-acetic acid). Isolated yield 90.0%. RXN SMILES: C([O:3][C:4](=[O:33])[CH2:5][O:6][C:7]1[CH:16]=[CH:15][C:14]2[C:9](=[CH:10][CH:11]=[C:12]([C:17]3[O:18][C:19]4[CH:31]=[CH:30][C:29]([Cl:32])=[CH:28][C:20]=4[C:21]=3[C:22](=[O:27])[CH2:23][CH2:24][CH2:25][CH3:26])[CH:13]=2)[CH:8]=1)C.[OH-].[K+]>C1COCC1.O>[Cl:32][C:29]1[CH:30]=[CH:31][C:19]2[O:18][C:17]([C:12]3[CH:13]=[C:14]4[C:9](=[CH:10][CH:11]=3)[CH:8]=[C:7]([O:6][CH2:5][C:4]([OH:33])=[O:3])[CH:16]=[CH:15]4)=[C:21]([C:22](=[O:27])[CH2:23][CH2:24][CH2:25][CH3:26])[C:20]=2[CH:28]=1 |f:1.2|. Procedure details: Following the procedure described in Step 4 of Example 6, [6-(5-chloro-3-pentanoyl-benzofuran-2-yl)-naphthalen-2-yloxy]-acetic acid ethyl ester (0.26 g, 0. mmol) was hydrolyzed with potassium hydroxide (0.300 g, 5.36 mmol) in THF (20 mL) and water (10 mL). Crystallization from ethyl acetate afforded the title compound as an off-white solid (0.22 g), mp 158-160° C. Mass spectrum (−APCl, [M−H]−) m/z 435, 437. 1HNMR (400 MHz, DMSO-d6): δ13.14 (br s, 1H), 8.37 (d, 1H, J=1.2 Hz), 8.03-8.01 (m, 2 H), ... The reactants are [Br-], CC(=O)c1ccc(CCNS(=O)(=O)c2ccc(C)cc2)cc1, CCOC(C)=O. Product: Cc1ccc(S(=O)(=O)NCCc2ccc(C(=O)CBr)cc2)cc1. Reaction SMILES: [Br-:23].[C:1]([CH3:2])(=[O:3])[c:4]1[cH:5][cH:6][c:7]([CH2:10][CH2:11][NH:12][S:13](=[O:14])(=[O:15])[c:16]2[cH:17][cH:18][c:19]([CH3:22])[cH:20][cH:21]2)[cH:8][cH:9]1.[CH3:24][CH2:25][O:26][C:27](=[O:28])[CH3:29]>>[C:1]([CH2:2][Br:23])(=[O:3])[c:4]1[cH:5][cH:6][c:7]([CH2:10][CH2:11][NH:12][S:13](=[O:14])(=[O:15])[c:16]2[cH:17][cH:18][c:19]([CH3:22])[cH:20][cH:21]2)[cH:8][cH:9]1. Reactants: ClC=1C=C2CCN(C2=C(C1)Cl)C1=NC(=NC(=C1)NC(CC)CC)C (4-(5,7-dichloro-2,3-dihydro-1H-indol-1-yl)-6-(1-ethylpropylamino)-2-methylpyrimidine), ClN1C(CCC1=O)=O (N-chlorosuccinimide). Run in C(C)#N (acetonitrile). The product is ClC=1C(=NC(=NC1NC(CC)CC)C)N1CCC2=CC(=CC(=C12)Cl)Cl (5-chloro-4-(5,7-dichloro-2,3-dihydro-1H-indol-1-yl)-6-(1-ethylpropylamino)-2-methylpyrimidine). Isolated yield 98.7%. As a reaction SMILES: [Cl:1][C:2]1[CH:3]=[C:4]2[C:8](=[C:9]([Cl:11])[CH:10]=1)[N:7]([C:12]1[CH:17]=[C:16]([NH:18][CH:19]([CH2:22][CH3:23])[CH2:20][CH3:21])[N:15]=[C:14]([CH3:24])[N:13]=1)[CH2:6][CH2:5]2.[Cl:25]N1C(=O)CCC1=O>C(#N)C>[Cl:25][C:17]1[C:12]([N:7]2[C:8]3[C:4](=[CH:3][C:2]([Cl:1])=[CH:10][C:9]=3[Cl:11])[CH2:5][CH2:6]2)=[N:13][C:14]([CH3:24])=[N:15][C:16]=1[NH:18][CH:19]([CH2:22][CH3:23])[CH2:20][CH3:21]. Procedure details: 4-(5,7-dichloro-2,3-dihydro-1H-indol-1-yl)-6-(1-ethylpropylamino)-2-methylpyrimidine (140 mg, 0.38 mmol) and N-chlorosuccinimide (60 mg, 0.45 mmol) were stirred in dry acetonitrile (5 mL) at 20° C. for 20 h. The reaction mixture was stripped in vacuo and the residue was chromatographed on silica gel using 20% EtOAc/hexanes to give the product, 5-chloro-4-(5,7-dichloro-2,3-dihydro-1H-indol-1-yl)-6-(1-ethylpropylamino)-2-methylpyrimidine (150 mg, 99% yield). Reactants: NCCNCCNCCN (triethylene tetraamine), C1(OCCO1)=O (ethylene carbonate). Reaction SMILES: [NH2:1][CH2:2][CH2:3][NH:4][CH2:5][CH2:6][NH:7][CH2:8][CH2:9][NH2:10].[C:11]1(=[O:16])[O:15][CH2:14][CH2:13][O:12]1>C1(C)C=CC=CC=1>[C:11]1(=[O:16])[O:15][CH2:14][CH2:13][O:12]1.[NH2:1][CH2:2][CH2:3][NH:4][CH2:5][CH2:6][NH:7][CH2:8][CH2:9][NH2:10] |f:3.4|. Run in C1(=CC=CC=C1)C (toluene). Product: C1(OCCO1)=O.NCCNCCNCCN (ethylene carbonate triethylene tetraamine). Procedure details: Add 2 g of triethylene tetraamine (with an AV of approximately 1180 mg KOG/g) to 20 ml of toluene in a 250 ml flask fitted with a stirrer, condensor and nitrogen inlet. Add 27.6 g ethylene carbonate to the mixture. Reflux the system for 2.5 hours under N2. Strip the system to yield an ethylene carbonate-triethylene tetraamine adduct having an AV of approximately 104 mg KOH/g. Reactants: S(=O)(Cl)Cl (thionylchloride), CNC=1SC(=C(N1)CO)C1=CC=NC=C1 (2-methylamino-4-hydroxymethyl-5-(4-pyridyl)thiazole). Solvent: C(Cl)(Cl)Cl (chloroform), C(Cl)(Cl)Cl (chloroform). Conditions: time 30 minute. The product is CNC=1SC(=C(N1)CCl)C1=CC=NC=C1 (2-methylamino-4-chloromethyl-5-(4-pyridyl)thiazole). Yield: 83.1%. Reaction SMILES: S(Cl)([Cl:3])=O.[CH3:5][NH:6][C:7]1[S:8][C:9]([C:14]2[CH:19]=[CH:18][N:17]=[CH:16][CH:15]=2)=[C:10]([CH2:12]O)[N:11]=1>C(Cl)(Cl)Cl>[CH3:5][NH:6][C:7]1[S:8][C:9]([C:14]2[CH:19]=[CH:18][N:17]=[CH:16][CH:15]=2)=[C:10]([CH2:12][Cl:3])[N:11]=1. Procedure details: A solution of thionylchloride (1.06 g) in chloroform (5 ml) was dropwise added to a solution of 2-methylamino-4-hydroxymethyl-5-(4-pyridyl)thiazole (1.0 g) in chloroform (20 ml) at ambient temperature for a period of 5 minutes with stirring, which was continued under the same condition for 90 minutes and at 50° C. for 30 minutes. The reaction mixture was evaporated in vacuo and the residue was dissolved in a mixture of water (50 ml) and ethyl acetate (30 ml). The solution was adjusted to pH 6.5 ... The reactants are CC(C)(C)[Si]1(C(C)(C)C)OCC(CO)CO1, BrC(Br)(Br)Br, ClCCl, c1ccc(P(c2ccccc2)c2ccccc2)cc1, c1ccncc1. Product: CC(C)(C)[Si]1(C(C)(C)C)OCC(CBr)CO1. As a reaction SMILES: [C:1]([CH3:2])([CH3:3])([CH3:4])[Si:5]1([C:13]([CH3:14])([CH3:15])[CH3:16])[O:6][CH2:7][CH:8]([CH2:11][OH:12])[CH2:9][O:10]1.[C:23]([Br:24])([Br:25])([Br:26])[Br:27].[Cl:47][CH2:48][Cl:49].[c:28]1([P:29]([c:30]2[cH:31][cH:32][cH:33][cH:34][cH:35]2)[c:36]2[cH:37][cH:38][cH:39][cH:40][cH:41]2)[cH:42][cH:43][cH:44][cH:45][cH:46]1.[cH:17]1[cH:18][cH:19][n:20][cH:21][cH:22]1>>[C:1]([CH3:2])([CH3:3])([CH3:4])[Si:5]1([C:13]([CH3:14])([CH3:15])[CH3:16])[O:6][CH2:7][CH:8]([CH2:11][Br:24])[CH2:9][O:10]1. Starting materials: COc1ccc(P2(=S)SP(=S)(c3ccc(OC)cc3)S2)cc1, Cc1ccccc1, O=C1CC(c2cccc(Cl)c2)C2(C(=O)Nc3cc(Cl)ccc32)C(c2ccc(F)c(F)c2)N1. Yields the product O=C1Nc2cc(Cl)ccc2C12C(c1cccc(Cl)c1)CC(=S)NC2c1ccc(F)c(F)c1. Reaction SMILES: [CH3:33][O:34][c:35]1[cH:36][cH:37][c:38]([P:39]2(=[S:40])[S:41][P:43](=[S:44])([c:45]3[cH:46][cH:47][c:48]([O:49][CH3:50])[cH:51][cH:52]3)[S:42]2)[cH:53][cH:54]1.[CH3:55][c:56]1[cH:57][cH:58][cH:59][cH:60][cH:61]1.[Cl:1][c:2]1[cH:3][cH:4][c:5]2[c:9]([cH:10]1)[NH:8][C:7](=[O:11])[C:6]21[CH:12]([c:25]2[cH:26][c:27]([F:32])[c:28]([F:31])[cH:29][cH:30]2)[NH:13][C:14](=[O:24])[CH2:15][CH:16]1[c:17]1[cH:18][c:19]([Cl:23])[cH:20][cH:21][cH:22]1>>[Cl:1][c:2]1[cH:3][cH:4][c:5]2[c:9]([cH:10]1)[NH:8][C:7](=[O:11])[C:6]21[CH:12]([c:25]2[cH:26][c:27]([F:32])[c:28]([F:31])[cH:29][cH:30]2)[NH:13][C:14](=[S:42])[CH2:15][CH:16]1[c:17]1[cH:18][c:19]([Cl:23])[cH:20][cH:21][cH:22]1. Conditions: time 18 hour. Run in C1CCOC1 (THF), C1CCOC1 (THF). As a reaction SMILES: C([C@H]1COC(=O)N1[C:14](=[O:30])[C@H:15]([CH3:29])[C@@H:16]([C:22]1[CH:27]=[CH:26][CH:25]=[C:24]([Br:28])[CH:23]=1)[O:17][Si:18]([CH3:21])([CH3:20])[CH3:19])C1C=CC=CC=1.[Li+].[BH4-].[NH4+].[Cl-].CC(OC)(C)C>C1COCC1>[Br:28][C:24]1[CH:23]=[C:22]([C@@H:16]([O:17][Si:18]([CH3:20])([CH3:19])[CH3:21])[C@@H:15]([CH3:29])[CH2:14][OH:30])[CH:27]=[CH:26][CH:25]=1 |f:1.2,3.4|. Procedure details: To a solution of (S)-4-benzyl-3-((2R,3S)-3-(3-bromophenyl)-2-methyl-3-(trimethylsilyloxy)propanoyl)oxazolidin-2-one in anhydrous THF is added a solution of LiBH4 in THF under argon. The reaction mixture is stirred for 18 h at room temperature and a saturated aqueous solution of NH4Cl is slowly added followed by MTBE. The mixture is stirred for 15 mins, layers are separated, organic layer is washed with brine, dried over anhydrous MgSO4, filtered and concentrated under reduced pressure. The resid... The product is BrC=1C=C(C=CC1)[C@H]([C@H](CO)C)O[Si](C)(C)C ((2S,3S)-3-(3-bromophenyl)-2-methyl-3-(trimethylsilyloxy)propan-1-ol). Reactants: C(C1=CC=CC=C1)[C@@H]1N(C(OC1)=O)C([C@@H]([C@H](O[Si](C)(C)C)C1=CC(=CC=C1)Br)C)=O ((S)-4-benzyl-3-((2R,3S)-3-(3-bromophenyl)-2-methyl-3-(trimethylsilyloxy)propanoyl)oxazolidin-2-one), [Li+].[BH4-] (LiBH4), CC(C)(C)OC (MTBE), [NH4+].[Cl-] (NH4Cl).